Dataset: the Open Reaction Database (ORD), a public repository of structured organic reaction records. Task: describe an organic reaction: reactants, conditions, products, and yield Starting materials: CO, O=C(Nc1cccc2[nH]ccc12)c1cc([N+](=O)[O-])ccc1O, NN, O. Product: Nc1ccc(O)c(C(=O)Nc2cccc3[nH]ccc23)c1. Reaction SMILES: [CH3:26][OH:27].[N+:1]([O-:2])(=[O:3])[c:4]1[cH:5][cH:6][c:7]([OH:22])[c:8]([C:9](=[O:10])[NH:11][c:12]2[c:13]3[cH:14][cH:15][nH:16][c:17]3[cH:18][cH:19][cH:20]2)[cH:21]1.[NH2:24][NH2:25].[OH2:23]>>[NH2:1][c:4]1[cH:5][cH:6][c:7]([OH:22])[c:8]([C:9](=[O:10])[NH:11][c:12]2[c:13]3[cH:14][cH:15][nH:16][c:17]3[cH:18][cH:19][cH:20]2)[cH:21]1. Reactants: CC(=O)O, CCOC(C)=O, CC(C)Oc1ccc2nc(COc3ccc(CC4SC(=O)N(C(c5ccccc5)(c5ccccc5)c5ccccc5)C4=O)cc3)n(C)c2n1, O. Product: CC(C)Oc1ccc2nc(COc3ccc(CC4SC(=O)NC4=O)cc3)n(C)c2n1. Reaction SMILES: [CH3:50][C:51](=[O:52])[OH:53].[CH3:55][CH2:56][O:57][C:58](=[O:59])[CH3:60].[CH:1]([CH3:2])([CH3:3])[O:4][c:5]1[cH:6][cH:7][c:8]2[c:9]([n:10]1)[n:11]([CH3:49])[c:12]([CH2:14][O:15][c:16]1[cH:17][cH:18][c:19]([CH2:20][CH:21]3[C:22](=[O:46])[N:23]([C:27]([c:28]4[cH:29][cH:30][cH:31][cH:32][cH:33]4)([c:34]4[cH:35][cH:36][cH:37][cH:38][cH:39]4)[c:40]4[cH:41][cH:42][cH:43][cH:44][cH:45]4)[C:24](=[O:26])[S:25]3)[cH:47][cH:48]1)[n:13]2.[OH2:54]>>[CH:1]([CH3:2])([CH3:3])[O:4][c:5]1[cH:6][cH:7][c:8]2[c:9]([n:10]1)[n:11]([CH3:49])[c:12]([CH2:14][O:15][c:16]1[cH:17][cH:18][c:19]([CH2:20][CH:21]3[C:22](=[O:46])[NH:23][C:24](=[O:26])[S:25]3)[cH:47][cH:48]1)[n:13]2. The reactants are C(C)(=O)OCC.CCCCCC (ethyl acetate hexane), CSC1=C(C(=O)O)C=C(C=C1)[N+](=O)[O-] (2-methylthio-5-nitrobenzoic acid), C(C)(C)N(C(C)C)CC (N,N-diisopropylethylamine), CI (methyl iodide). The solvent is C(C)#N (acetonitrile), C(C)(=O)OCC (ethyl acetate). Reaction conditions: time 18 hour. Product: CSC1=C(C(=O)OC)C=C(C=C1)[N+](=O)[O-] (methyl 2-methylthio-5-nitrobenzoate). As a reaction SMILES: [CH3:1][S:2][C:3]1[CH:11]=[CH:10][C:9]([N+:12]([O-:14])=[O:13])=[CH:8][C:4]=1[C:5]([OH:7])=[O:6].[CH:15](N(CC)C(C)C)(C)C.CI.C(OCC)(=O)C.CCCCCC>C(#N)C.C(OCC)(=O)C>[CH3:1][S:2][C:3]1[CH:11]=[CH:10][C:9]([N+:12]([O-:14])=[O:13])=[CH:8][C:4]=1[C:5]([O:7][CH3:15])=[O:6] |f:3.4|. Procedure: Combine 2-methylthio-5-nitrobenzoic acid, (3.2 g, 15 mmol), N,N-diisopropylethylamine (17.0 mL, 100 mmol), and methyl iodide (12.45 mL, 200 mmol) in acetonitrile (50 mL). After 18 hours, dilute the reaction mixture with ethyl acetate, extract with brine, dry the organic layer over MgSO4, filter, and evaporate in vacuo to give a residue. Chromatograph the residue on silica gel eluting with 20% ethyl acetate/hexane to give methyl 2-methylthio-5-nitrobenzoate. Rf=0.58 (silica gel, 30% ethyl acetate... Starting materials: CC(C)=O, O, COP(=O)(O)C1N2C(=O)C(NC(c3ccccc3)(c3ccccc3)c3ccccc3)C2SC1(C)C, Cc1ccc(S(=O)(=O)O)cc1. Yields the product COP(=O)(O)C1N2C(=O)C(N)C2SC1(C)C, Cc1ccc(S(=O)(=O)[O-])cc1. RXN SMILES: [CH3:48][C:49](=[O:50])[CH3:51].[OH2:36].[c:1]1([C:2]([c:3]2[cH:4][cH:5][cH:6][cH:7][cH:8]2)([c:9]2[cH:10][cH:11][cH:12][cH:13][cH:14]2)[NH:20][CH:21]2[CH:22]3[N:23]([CH:24]([P:29](=[O:30])([O:31][CH3:32])[OH:33])[C:25]([CH3:27])([CH3:28])[S:26]3)[C:34]2=[O:35])[cH:15][cH:16][cH:17][cH:18][cH:19]1.[c:37]1([CH3:47])[cH:38][cH:39][c:40]([S:43](=[O:44])(=[O:45])[OH:46])[cH:41][cH:42]1>>[NH2:20][CH:21]1[CH:22]2[N:23]([CH:24]([P:29](=[O:30])([O:31][CH3:32])[OH:33])[C:25]([CH3:27])([CH3:28])[S:26]2)[C:34]1=[O:35].[c:37]1([CH3:47])[cH:38][cH:39][c:40]([S:43](=[O:44])(=[O:45])[O-:46])[cH:41][cH:42]1. Reactants: N\C=N\C(=C(\C(=O)OCC)/C#N)\NCC1=CC=C(C=C1)OC ((E)-Ethyl 3-((E)-(aminomethylene)amino)-2-cyano-3-((4-methoxybenzyl)amino)acrylate), Cl (hydrochloride). The solvent is O (water). Conditions: time 8 hour. Product: ClC1=NC=NC(=C1C(=O)OCC)NCC1=CC=C(C=C1)OC (Ethyl 4-chloro-6-((4-methoxybenzyl)amino)pyrimidine-5-carboxylate). Yield: 33.5%. Reaction SMILES: N/[CH:2]=[N:3]/[C:4](/[NH:13][CH2:14][C:15]1[CH:20]=[CH:19][C:18]([O:21][CH3:22])=[CH:17][CH:16]=1)=[C:5](\[C:11]#[N:12])/[C:6]([O:8][CH2:9][CH3:10])=[O:7].[ClH:23]>O>[Cl:23][C:11]1[C:5]([C:6]([O:8][CH2:9][CH3:10])=[O:7])=[C:4]([NH:13][CH2:14][C:15]2[CH:20]=[CH:19][C:18]([O:21][CH3:22])=[CH:17][CH:16]=2)[N:3]=[CH:2][N:12]=1. Procedure details: (E)-Ethyl 3-((E)-(aminomethylene)amino)-2-cyano-3-((4-methoxybenzyl)amino)acrylate (1.24 g, 3.49 mmol) was dissolved in 23 mL hydrochloride acid (4M in dioxane, 90.64 mmol) and the mixture was stirred at room temperature overnight. The mixture was poured into 400 mL water and extracted with ethyl acetate. The organic phase was washed with water, brine, dried over sodium sulphate, filtered and evaporated under reduced pressure. The crude was purified using SP1® Purification System (0% to 25%, hex...